Task: describe an organic reaction: reactants, conditions, products, and yield. Dataset: the Open Reaction Database (ORD), a public repository of structured organic reaction records Reactants: O=Cc1ccc(Br)nc1, CO, O=[N+]([O-])c1ccc(Oc2ccnc3cc(I)sc23)c(F)c1, C1COCCO1, c1ccc(P(c2ccccc2)(c2ccccc2)[Pd](P(c2ccccc2)(c2ccccc2)c2ccccc2)(P(c2ccccc2)(c2ccccc2)c2ccccc2)P(c2ccccc2)(c2ccccc2)c2ccccc2)cc1. Yields the product O=Cc1ccc(-c2cc3nccc(Oc4ccc([N+](=O)[O-])cc4F)c3s2)nc1. RXN SMILES: [Br:22][c:23]1[n:24][cH:25][c:26]([CH:27]=[O:28])[cH:29][cH:30]1.[CH3:31][OH:32].[F:1][c:2]1[c:3]([O:4][c:5]2[c:6]3[c:7]([n:8][cH:9][cH:10]2)[cH:11][c:12]([I:14])[s:13]3)[cH:15][cH:16][c:17]([N+:19](=[O:20])[O-:21])[cH:18]1.[O:33]1[CH2:34][CH2:35][O:36][CH2:37][CH2:38]1.[cH:39]1[cH:40][cH:41][c:42]([P:43]([Pd:44]([P:45]([c:46]2[cH:47][cH:48][cH:49][cH:50][cH:51]2)([c:52]2[cH:53][cH:54][cH:55][cH:56][cH:57]2)[c:58]2[cH:59][cH:60][cH:61][cH:62][cH:63]2)([P:64]([c:65]2[cH:66][cH:67][cH:68][cH:69][cH:70]2)([c:71]2[cH:72][cH:73][cH:74][cH:75][cH:76]2)[c:77]2[cH:78][cH:79][cH:80][cH:81][cH:82]2)[P:83]([c:84]2[cH:85][cH:86][cH:87][cH:88][cH:89]2)([c:90]2[cH:91][cH:92][cH:93][cH:94][cH:95]2)[c:96]2[cH:97][cH:98][cH:99][cH:100][cH:101]2)([c:102]2[cH:103][cH:104][cH:105][cH:106][cH:107]2)[c:108]2[cH:109][cH:110][cH:111][cH:112][cH:113]2)[cH:114][cH:115]1>>[F:1][c:2]1[c:3]([O:4][c:5]2[c:6]3[c:7]([n:8][cH:9][cH:10]2)[cH:11][c:12](-[c:23]2[n:24][cH:25][c:26]([CH:27]=[O:28])[cH:29][cH:30]2)[s:13]3)[cH:15][cH:16][c:17]([N+:19](=[O:20])[O-:21])[cH:18]1. Reactants: C1(=CC=C(C=C1)S(=O)(=O)Cl)C (p-Toluenesulfonyl chloride), Cl(=O)(=O)(=O)O.NCC1=NC2=C3N=C(C=CC3=CC=C2C=C1)CN (2,9-bis(aminomethyl)-1,10-phenanthroline perchlorate), O (water). The solvent is N1=CC=CC=C1 (pyridine). Conditions: time 3 hour. The product is S(=O)(=O)(C1=CC=C(C)C=C1)NCC1=NC2=C3N=C(C=CC3=CC=C2C=C1)CNS(=O)(=O)C1=CC=C(C)C=C1 (2,9-bis(tosylaminomethyl)-1,10-phenanthroline). RXN SMILES: Cl(O)(=O)(=O)=O.[NH2:6][CH2:7][C:8]1[CH:21]=[CH:20][C:19]2[C:10](=[C:11]3[C:16](=[CH:17][CH:18]=2)[CH:15]=[CH:14][C:13]([CH2:22][NH2:23])=[N:12]3)[N:9]=1.[C:24]1([CH3:34])[CH:29]=[CH:28][C:27]([S:30](Cl)(=[O:32])=[O:31])=[CH:26][CH:25]=1.[OH2:35]>N1C=CC=CC=1>[S:30]([NH:23][CH2:22][C:13]1[CH:14]=[CH:15][C:16]2[C:11](=[C:10]3[C:19](=[CH:18][CH:17]=2)[CH:20]=[CH:21][C:8]([CH2:7][NH:6][S:30]([C:27]2[CH:28]=[CH:29][C:24]([CH3:34])=[CH:25][CH:26]=2)(=[O:31])=[O:35])=[N:9]3)[N:12]=1)([C:27]1[CH:28]=[CH:29][C:24]([CH3:34])=[CH:25][CH:26]=1)(=[O:32])=[O:31] |f:0.1|. Procedure details: 2,9-Bis(aminomethyl)-1,10-phenanthroline perchlorate (a) (1.76 g, 4 mmol) synthesized in Example 1(1) was dissolved in pyridine (20 ml). p-Toluenesulfonyl chloride (1.6 g, 8 mmol) was added to the solution with cooling using an ice bath, then the reaction mixture was stirred at room temperature for 3 hours. The resulting solution was poured into water (200 ml) and extracted with chloroform (200 ml). The chloroform layer was chromatographed on a silica gel column using chloroform/methanol as elue... Reactants: BrC1=C(C=C2C(CC(=C(C2=C1)C(C)(C)C)C(C)=O)(C)C)OCCC (1-(7-bromo-4,4-dimethyl-6-propoxy-1-tert-butyl-3,4-dihydronaphthalen-yl)ethanone), CCOC(=O)C(F)P(=O)(OCC)OCC (triethyl 2-fluoro-2-phosphonoacetate), C(C)(C)[N-]C(C)C.[Li+] (lithium diisopropylamide). Solvent: C1CCOC1 (THF). The product is F\C(\C(=O)OCC)=C(/C)\C1=C(C=C2C(CC=C(C2=C1)C(C)(C)C)(C)C)OCCC (Ethyl (2E)-2-Fluoro-3-(4,4-dimethyl-6-n-propoxy-1-tert-butyl-3,4-dihydronaphthalen-7-yl)-2-butenoate). Reaction SMILES: Br[C:2]1[CH:11]=[C:10]2[C:5]([C:6]([CH3:20])([CH3:19])[CH2:7][C:8](C(=O)C)=[C:9]2[C:12]([CH3:15])([CH3:14])[CH3:13])=[CH:4][C:3]=1[O:21][CH2:22][CH2:23][CH3:24].[CH3:25][CH2:26][O:27][C:28]([CH:30](P(OCC)(OCC)=O)[F:31])=[O:29].[CH:40]([N-]C(C)C)(C)[CH3:41].[Li+]>C1COCC1>[F:31]/[C:30](=[C:40](/[C:2]1[CH:11]=[C:10]2[C:5]([C:6]([CH3:19])([CH3:20])[CH2:7][CH:8]=[C:9]2[C:12]([CH3:13])([CH3:14])[CH3:15])=[CH:4][C:3]=1[O:21][CH2:22][CH2:23][CH3:24])\[CH3:41])/[C:28]([O:27][CH2:26][CH3:25])=[O:29] |f:2.3|. Procedure: As described in General Procedure F-1, 1-(7-bromo-4,4-dimethyl-6-propoxy-1-tert-butyl-3,4-dihydronaphthalen-yl)ethanone (Compound A-39, 34 mg, 0.11 mmol) and triethyl 2-fluoro-2-phosphonoacetate (0.17 mL, 0.86 mmol) were reacted with lithium diisopropylamide (0.86 mmol) in THF (2 mL) to produce the title compound as a yellow oil after purification by flash column chromatography (silica gel, 97:3 hexane:ethyl acetate). Reactants: C(C#C)Br (propargyl bromide), IC1=CC=C(N)C=C1 (4-iodoaniline). The reagents and catalysts are [Cu]I (copper(I) iodide), C=1C=CC(=CC1)[P](C=2C=CC=CC2)(C=3C=CC=CC3)[Pd]([P](C=4C=CC=CC4)(C=5C=CC=CC5)C=6C=CC=CC6)([P](C=7C=CC=CC7)(C=8C=CC=CC8)C=9C=CC=CC9)[P](C=1C=CC=CC1)(C=1C=CC=CC1)C=1C=CC=CC1 (tetrakis(triphenylphosphine)palladium). The solvent is N1CCCCC1 (piperidine). Run at temperature 0 celsius. The product is N1CC(CCC1)C1=CC=C(NCC#C)C=C1 (4-(3-piperidinyl)-propargyl-aniline). Isolated yield 15.0%. As a reaction SMILES: [CH2:1](Br)[C:2]#[CH:3].I[C:6]1[CH:12]=[CH:11][C:9]([NH2:10])=[CH:8][CH:7]=1>C1C=CC([P]([Pd]([P](C2C=CC=CC=2)(C2C=CC=CC=2)C2C=CC=CC=2)([P](C2C=CC=CC=2)(C2C=CC=CC=2)C2C=CC=CC=2)[P](C2C=CC=CC=2)(C2C=CC=CC=2)C2C=CC=CC=2)(C2C=CC=CC=2)C2C=CC=CC=2)=CC=1.[Cu]I.N1CCCCC1>[NH:10]1[CH2:9][CH2:8][CH2:3][CH:2]([C:6]2[CH:12]=[CH:11][C:9]([NH:10][CH2:12][C:6]#[CH:7])=[CH:8][CH:7]=2)[CH2:1]1 |^1:16,18,37,56|. Procedure: Under nitrogen gas, to a pre-cooled (0° C., ice-bath) flask containing 400 mL piperidine, a number of reagents were added, including 14.2 mL of propargyl bromide (80 wt. % solution in toluene, 127 mmol), 22.0 g of 4-iodoaniline (100 mmol), 1.4 g of tetrakis(triphenylphosphine)palladium O) (1.2 mmol) and 200 mg copper(I) iodide (1.05 mmol). The mixture was heated for 18 h (40-45° C., oil bath temperature). The reaction mixture was filtered through Celite and the solvent (piperidine) was removed. ... Reactants: CS(=O)(=O)O.C(C)(C)(C)NC1C=CC(C1)(C1=CC=CC=C1)C1=CC=CC=C1 ((-)-N-t-butyl-4,4-diphenyl-2-cyclopentenylamine methanesulfonate), [OH-].[Na+] (sodium hydroxide). Solvent: C(C)(=O)OCC (ethyl acetate). The product is C(C)(C)(C)NC1CC(CC1)(C1=CC=CC=C1)C1=CC=CC=C1 ((-)-N-t-butyl-3,3-diphenylcyclopentylamine). The yield is 100.0%. RXN SMILES: CS(O)(=O)=O.[C:6]([NH:10][CH:11]1[CH2:15][C:14]([C:22]2[CH:27]=[CH:26][CH:25]=[CH:24][CH:23]=2)([C:16]2[CH:21]=[CH:20][CH:19]=[CH:18][CH:17]=2)[CH:13]=[CH:12]1)([CH3:9])([CH3:8])[CH3:7].[OH-].[Na+]>C(OCC)(=O)C>[C:6]([NH:10][CH:11]1[CH2:12][CH2:13][C:14]([C:16]2[CH:21]=[CH:20][CH:19]=[CH:18][CH:17]=2)([C:22]2[CH:23]=[CH:24][CH:25]=[CH:26][CH:27]=2)[CH2:15]1)([CH3:9])([CH3:7])[CH3:8] |f:0.1,2.3|. Procedure details: To a suspension of (-)-N-t-butyl-4,4-diphenyl-2-cyclopentenylamine methanesulfonate (0.70 g) in ethyl acetate was added 2N sodium hydroxide aqueous solution (10 ml), and the organic layer was separated. The solution was washed with brine and hydrogenated over 10% palladium-on-carbon (0.06 g) to give (-)-N-t-butyl-3,3-diphenylcyclopentylamine (0.53 g). To a solution of (-)-N-t-butyl-3,3-diphenylcyclopentylamine (0.53 g) in chloroform was added a solution of methanesulfonic acid (174 mg) in methan...